Dataset: the Open Reaction Database (ORD), a public repository of structured organic reaction records. Task: describe an organic reaction: reactants, conditions, products, and yield Reactants: C1(NCCC2=CC=CC=C12)CC(=O)O ((1,2,3,4-tetrahydro-1-isoquinolyl)-acetic acid), [OH-].[Na+] (NaOH), [OH-].[Na+] (NaOH), C1=C(C=CC2=CC=CC=C12)S(=O)(=O)Cl (2-naphthalenesulphonyl chloride). The solvent is O1CCOCC1 (dioxane), O (water). Reaction conditions: time 2 hour. Product: C1=C(C=CC2=CC=CC=C12)S(=O)(=O)N1C(C2=CC=CC=C2CC1)CC(=O)O ([2-(2-Naphthalenesulphonyl)-1,2,3,4-tetrahydro-1-isoquinolyl]acetic acid). RXN SMILES: [CH:1]1([CH2:11][C:12]([OH:14])=[O:13])[C:10]2[C:5](=[CH:6][CH:7]=[CH:8][CH:9]=2)[CH2:4][CH2:3][NH:2]1.[OH-].[Na+].[CH:17]1[C:26]2[C:21](=[CH:22][CH:23]=[CH:24][CH:25]=2)[CH:20]=[CH:19][C:18]=1[S:27](Cl)(=[O:29])=[O:28]>O1CCOCC1.O>[CH:17]1[C:26]2[C:21](=[CH:22][CH:23]=[CH:24][CH:25]=2)[CH:20]=[CH:19][C:18]=1[S:27]([N:2]1[CH2:3][CH2:4][C:5]2[C:10](=[CH:9][CH:8]=[CH:7][CH:6]=2)[CH:1]1[CH2:11][C:12]([OH:14])=[O:13])(=[O:28])=[O:29] |f:1.2|. Procedure details: 1.91 g of (1,2,3,4-tetrahydro-1-isoquinolyl)-acetic acid (Preparation 2.18) are suspended in 25 ml of dioxane, 10 ml of 1N NaOH are added, followed by portionwise addition of 2.3 g of 2-naphthalenesulphonyl chloride, and the mixture is maintained at pH=10.5-12 by addition of 1N NaOH. The mixture is kept stirring at a constant pH for 2 hours at RT. The reaction medium is diluted with 100 ml of water and is then washed twice with EtOAc and brought to pH=1.2 by addition of 6N HCl in the presence of... The reactants are ClCCl, Nc1ccccc1, O=C(Cl)Cc1ccccc1, c1ccncc1. Yields the product O=C(Cc1ccccc1)Nc1ccccc1. As a reaction SMILES: [Cl:24][CH2:25][Cl:26].[NH2:1][c:2]1[cH:3][cH:4][cH:5][cH:6][cH:7]1.[c:14]1([CH2:20][C:21](=[O:22])[Cl:23])[cH:15][cH:16][cH:17][cH:18][cH:19]1.[cH:8]1[cH:9][cH:10][n:11][cH:12][cH:13]1>>[NH:1]([c:2]1[cH:3][cH:4][cH:5][cH:6][cH:7]1)[C:21]([CH2:20][c:14]1[cH:15][cH:16][cH:17][cH:18][cH:19]1)=[O:22]. The reactants are ClC1=CC=C2C(=C(N(C2=C1)C)C=1C=NC=C(C1)C=O)C#N (6-chloro-2-(5-formyl-pyridin-3-yl)-1-methyl-1H-indole-3-carbonitrile), N1(CCCC1)CCN (2-pyrrolidin-1-yl-ethylamine). The product is ClC1=CC=C2C(=C(N(C2=C1)C)C=1C=NC=C(C1)CNCCN1CCCC1)C#N (6-chloro-1-methyl-2-{5-[(2-pyrrolidin-1-yl-ethylamino)-methyl]-pyridin-3-yl}-1H-indole-3-carbonitrile). As a reaction SMILES: [Cl:1][C:2]1[CH:10]=[C:9]2[C:5]([C:6]([C:20]#[N:21])=[C:7]([C:12]3[CH:13]=[N:14][CH:15]=[C:16]([CH:18]=O)[CH:17]=3)[N:8]2[CH3:11])=[CH:4][CH:3]=1.[N:22]1([CH2:27][CH2:28][NH2:29])[CH2:26][CH2:25][CH2:24][CH2:23]1>>[Cl:1][C:2]1[CH:10]=[C:9]2[C:5]([C:6]([C:20]#[N:21])=[C:7]([C:12]3[CH:13]=[N:14][CH:15]=[C:16]([CH2:18][NH:29][CH2:28][CH2:27][N:22]4[CH2:26][CH2:25][CH2:24][CH2:23]4)[CH:17]=3)[N:8]2[CH3:11])=[CH:4][CH:3]=1. Procedure details: 6-Chloro-2-(5-formyl-pyridin-3-yl)-1-methyl-1H-indole-3-carbonitrile (Example 126) and 2-pyrrolidin-1-yl-ethylamine are processed according to the method described in Example 170 to give 6-chloro-1-methyl-2-{5-[(2-pyrrolidin-1-yl-ethylamino)-methyl]-pyridin-3-yl}-1H-indole-3-carbonitrile. The free base is taken up in 4M HCl in dioxane, concentrated in vacuo, dissolved in water and lyophilized to give the HCl salt. 1H NMR (400 MHz, DMSO-d6) δ ppm (HCl salt) 1.83-1.93 (m, 2H), 2.04 (br. s., 2H), 3... The reactants are C(CCC)[Li] (n-butyllithium), [Cl-].[NH4+] (Ammonium chloride), C(C)(C)OC=1C=C(CO)C=CC1 (3-isopropoxybenzyl alcohol), N1=C(C=CC=C1)C=O (pyridine-2-carboxaldehyde). Solvent: CCCCCC (hexane), C(C)(=O)OCC (ethyl acetate), CCOCC (ether). Reaction conditions: temperature -20 celsius, time 2 hour. Product: OCC1=C(C(=CC=C1)OC)C(O)C1=NC=CC=C1 (α-[2-(hydroxymethyl)-6-methoxyphenyl]-2-pyridinemethanol). The yield is 25.1%. As a reaction SMILES: [CH:1]([O:4][C:5]1[CH:6]=[C:7]([CH:10]=[CH:11][CH:12]=1)[CH2:8][OH:9])(C)C.C([Li])CCC.[N:18]1[CH:23]=[CH:22][CH:21]=[CH:20][C:19]=1[CH:24]=[O:25].[Cl-].[NH4+]>CCOCC.CCCCCC.C(OCC)(=O)C>[OH:9][CH2:8][C:7]1[CH:10]=[CH:11][CH:12]=[C:5]([O:4][CH3:1])[C:6]=1[CH:24]([C:19]1[CH:20]=[CH:21][CH:22]=[CH:23][N:18]=1)[OH:25] |f:3.4|. Procedure: To a mixture of 30 g (0.18 mol) of 3-isopropoxybenzyl alcohol in 600 ml of ether cooled to -20° C. was added in portions 38.7 ml (0.387 mol) of n-butyllithium (10M) in hexane over a 20 min period, and the reaction mixture was allowed to warm to room temperature and stirred for 2 hr. The above reaction mixture was cooled to -20° C., 23.1 g (0.216 mol) of pyridine-2-carboxaldehyde was added in one portion to the mixture, and the resulting reaction mixture was allowed to warm to room temperature an... Reactants: CS(=O)(=O)Cl, CCCn1c(=O)c2[nH]c(C34CCC(CO)(CC3)CC4)nc2n(CCC)c1=O, c1ccncc1. Product: CCCn1c(=O)c2[nH]c(C34CCC(COS(C)(=O)=O)(CC3)CC4)nc2n(CCC)c1=O. As a reaction SMILES: [CH3:28][S:29]([Cl:30])(=[O:31])=[O:32].[OH:1][CH2:2][C:3]12[CH2:4][CH2:5][C:6]([c:11]3[n:12][c:13]4[n:14]([CH2:25][CH2:26][CH3:27])[c:15](=[O:24])[n:16]([CH2:21][CH2:22][CH3:23])[c:17](=[O:20])[c:18]4[nH:19]3)([CH2:7][CH2:8]1)[CH2:9][CH2:10]2.[cH:33]1[cH:34][cH:35][n:36][cH:37][cH:38]1>>[O:1]([CH2:2][C:3]12[CH2:4][CH2:5][C:6]([c:11]3[n:12][c:13]4[n:14]([CH2:25][CH2:26][CH3:27])[c:15](=[O:24])[n:16]([CH2:21][CH2:22][CH3:23])[c:17](=[O:20])[c:18]4[nH:19]3)([CH2:7][CH2:8]1)[CH2:9][CH2:10]2)[S:29]([CH3:28])(=[O:31])=[O:32]. Reactants: C(CC(O)(C(=O)OCC)CC(=O)OCC)(=O)OCC (triethyl citrate), O1CCCC1 (tetrahydrofuran), [H][H] (hydrogen). The reagents and catalysts are catalyst G. Solvent: C(C)O (ethanol). The product is C(C(CC(=O)OCC)C(=O)OCC)C(=O)OCC (triethyl propane-1,2,3-tricarboxylate). Isolated yield 45.0%. Reaction SMILES: [C:1]([O:17][CH2:18][CH3:19])(=[O:16])[CH2:2][C:3]([CH2:10][C:11]([O:13][CH2:14][CH3:15])=[O:12])([C:5]([O:7][CH2:8][CH3:9])=[O:6])O.O1CCCC1.[H][H]>C(O)C>[CH2:2]([C:1]([O:17][CH2:18][CH3:19])=[O:16])[CH:3]([C:5]([O:7][CH2:8][CH3:9])=[O:6])[CH2:10][C:11]([O:13][CH2:14][CH3:15])=[O:12]. Procedure details: 400 ml of triethyl citrate were hydrogenated at 175° C. and 10 bar together with 1100 ml of tetrahydrofuran and 60 g of catalyst G (4-mm tablets) until the take-up of hydrogen had ceased. The reaction product was freed from ethanol and distilled under reduced pressure, giving 193 g (45%) of triethyl propane-1,2,3-tricarboxylate. Reactants: Fc1cc(F)cc(Br)c1, C1CCOC1, [H-], [Na+], CN(C)C=O, OCc1ccccc1. Product: Fc1cc(Br)cc(OCc2ccccc2)c1. RXN SMILES: [Br:16][c:17]1[cH:18][c:19]([F:24])[cH:20][c:21]([F:23])[cH:22]1.[CH2:25]1[O:26][CH2:27][CH2:28][CH2:29]1.[H-:1].[Na+:2].[O:11]=[CH:12][N:13]([CH3:14])[CH3:15].[OH:3][CH2:4][c:5]1[cH:6][cH:7][cH:8][cH:9][cH:10]1>>[O:3]([CH2:4][c:5]1[cH:6][cH:7][cH:8][cH:9][cH:10]1)[c:19]1[cH:18][c:17]([Br:16])[cH:22][c:21]([F:23])[cH:20]1. The reactants are CC1CN(S(=O)(=O)c2ccc(F)cc2)C(C)CN1C(=O)C(C)(O)C(F)(F)F, CN1CCCC1=O, [Cl-], NCCO, [NH4+]. Yields the product CC1CN(S(=O)(=O)c2ccc(NCCO)cc2)C(C)CN1C(=O)C(C)(O)C(F)(F)F. RXN SMILES: [CH3:1][CH:2]1[N:3]([C:19]([C:20]([C:21]([F:22])([F:23])[F:24])([CH3:25])[OH:26])=[O:27])[CH2:4][CH:5]([CH3:18])[N:6]([S:8](=[O:9])(=[O:10])[c:11]2[cH:12][cH:13][c:14]([F:17])[cH:15][cH:16]2)[CH2:7]1.[CH3:34][N:35]1[CH2:36][CH2:37][CH2:38][C:39]1=[O:40].[Cl-:32].[NH2:28][CH2:29][CH2:30][OH:31].[NH4+:33]>>[CH3:1][CH:2]1[N:3]([C:19]([C:20]([C:21]([F:22])([F:23])[F:24])([CH3:25])[OH:26])=[O:27])[CH2:4][CH:5]([CH3:18])[N:6]([S:8](=[O:9])(=[O:10])[c:11]2[cH:12][cH:13][c:14]([NH:28][CH2:29][CH2:30][OH:31])[cH:15][cH:16]2)[CH2:7]1. The reactants are CO, CSc1ccc2ncc(C(=O)c3ccc(N4CC(CNC(C)=O)OC4=O)cc3)n2c1, [O-][I+3]([O-])([O-])[O-], [Na+], O. The product is CC(=O)NCC1CN(c2ccc(C(=O)c3cnc4ccc(S(C)=O)cn34)cc2)C(=O)O1. RXN SMILES: [CH3:38][OH:39].[CH3:7][S:8][c:9]1[cH:10][cH:11][c:12]2[n:13]([cH:14]1)[c:15]([C:18](=[O:19])[c:20]1[cH:21][cH:22][c:23]([N:26]3[C:27](=[O:36])[O:28][CH:29]([CH2:31][NH:32][C:33]([CH3:34])=[O:35])[CH2:30]3)[cH:24][cH:25]1)[cH:16][n:17]2.[I+3:1]([O-:2])([O-:3])([O-:4])[O-:5].[Na+:6].[OH2:37]>>[O:2]=[S:8]([CH3:7])[c:9]1[cH:10][cH:11][c:12]2[n:13]([cH:14]1)[c:15]([C:18](=[O:19])[c:20]1[cH:21][cH:22][c:23]([N:26]3[C:27](=[O:36])[O:28][CH:29]([CH2:31][NH:32][C:33]([CH3:34])=[O:35])[CH2:30]3)[cH:24][cH:25]1)[cH:16][n:17]2.